Dataset: the Open Reaction Database (ORD), a public repository of structured organic reaction records. Task: describe an organic reaction: reactants, conditions, products, and yield RXN SMILES: [CH2:1]([CH3:2])[O:3][C:4]([CH2:5][c:6]1[cH:7][n:8][cH:9][c:10](-[c:12]2[c:13]([CH2:22][NH:23][CH2:24][CH3:25])[cH:14][c:15]([C:18]([F:19])([F:20])[F:21])[cH:16][cH:17]2)[cH:11]1)=[O:26].[Cl:27][c:28]1[n:29][cH:30][c:31]([CH2:34][C:35](=[O:36])[OH:37])[cH:32][cH:33]1>>[CH2:1]([CH3:2])[O:3][C:4]([CH2:5][c:6]1[cH:7][n:8][cH:9][c:10](-[c:12]2[c:13]([CH2:22][N:23]([CH2:24][CH3:25])[C:35]([CH2:34][c:31]3[cH:30][n:29][c:28]([Cl:27])[cH:33][cH:32]3)=[O:36])[cH:14][c:15]([C:18]([F:19])([F:20])[F:21])[cH:16][cH:17]2)[cH:11]1)=[O:26]. The reactants are CCNCc1cc(C(F)(F)F)ccc1-c1cncc(CC(=O)OCC)c1, O=C(O)Cc1ccc(Cl)nc1. Yields the product CCOC(=O)Cc1cncc(-c2ccc(C(F)(F)F)cc2CN(CC)C(=O)Cc2ccc(Cl)nc2)c1. The reactants are C(C)N(CC)C(=O)N=C=S ((Diethylamino)methanoyl isothiocyanate), C(C)N(C(=O)Cl)CC (N,N-diethylcarbamic chloride), COC=1C=C2C(=CC=NC2=CC1OC)OC1=CC=C(N)C=C1 (4-[(6,7-Dimethoxy-4-quinolyl)oxy]aniline), C1(=CC=CC=C1)C (toluene). Run in C(C)O (ethanol), C(C)O (ethanol). Run at time 2 hour. Yields the product C(C)N(CC)C(=O)N=C=S ((Diethylamino)methanoyl isothiocyanate), COC=1C=C2C(=CC=NC2=CC1OC)OC1=CC=C(C=C1)NC(=S)NC(=O)N(CC)CC (N-{4-[(6,7-Dimethoxy-4-quinolyl)oxy]phenyl}-{[(diethylamino)carbonyl]amino}methanethioamide). Yield: 55.0%. RXN SMILES: C(N(CC)C(Cl)=O)C.[CH2:9]([N:11]([C:14]([N:16]=[C:17]=[S:18])=[O:15])[CH2:12][CH3:13])[CH3:10].[CH3:19][O:20][C:21]1[CH:22]=[C:23]2[C:28](=[CH:29][C:30]=1[O:31][CH3:32])[N:27]=[CH:26][CH:25]=[C:24]2[O:33][C:34]1[CH:40]=[CH:39][C:37]([NH2:38])=[CH:36][CH:35]=1.C1(C)C=CC=CC=1>C(O)C>[CH2:9]([N:11]([C:14]([N:16]=[C:17]=[S:18])=[O:15])[CH2:12][CH3:13])[CH3:10].[CH3:19][O:20][C:21]1[CH:22]=[C:23]2[C:28](=[CH:29][C:30]=1[O:31][CH3:32])[N:27]=[CH:26][CH:25]=[C:24]2[O:33][C:34]1[CH:35]=[CH:36][C:37]([NH:38][C:17]([NH:16][C:14]([N:11]([CH2:12][CH3:13])[CH2:9][CH3:10])=[O:15])=[S:18])=[CH:39][CH:40]=1. Procedure details: (Diethylamino)methanoyl isothiocyanate was prepared using commercially available N,N-diethylcarbamic chloride (80 mg) as a starting compound according to the description of the literature. (Diethylamino)methanoyl isothiocyanate was dissolved in ethanol (1 ml) to prepare a solution. 4-[(6,7-Dimethoxy-4-quinolyl)oxy]aniline (50 mg), toluene (5 ml), and ethanol (1 ml) were added to the solution, and the mixture was stirred at room temperature for 2 hr. The reaction solution was concentrated, and th... Reactants: C[Si](C)(C)[N-][Si](C)(C)C, CN(C)C(=O)N1CC2CC(C#N)CC2C1, CI, [Li+], C1CCOC1, O. The product is CN(C)C(=O)N1CC2CC(C)(C#N)CC2C1. RXN SMILES: [CH3:18][Si:19]([CH3:20])([CH3:21])[N-:22][Si:23]([CH3:24])([CH3:25])[CH3:26].[CH3:1][N:2]([C:3](=[O:4])[N:5]1[CH2:6][CH:7]2[CH:8]([CH2:9]1)[CH2:10][CH:11]([C:13]#[N:14])[CH2:12]2)[CH3:15].[I:16][CH3:17].[Li+:27].[O:28]1[CH2:29][CH2:30][CH2:31][CH2:32]1.[OH2:33]>>[CH3:1][N:2]([C:3](=[O:4])[N:5]1[CH2:6][CH:7]2[CH:8]([CH2:9]1)[CH2:10][C:11]([C:13]#[N:14])([CH3:18])[CH2:12]2)[CH3:15].